Dataset: the Open Reaction Database (ORD), a public repository of structured organic reaction records. Task: describe an organic reaction: reactants, conditions, products, and yield Starting materials: CO, CCc1c(C(=O)NN)ccc(OCc2ccccc2)c1Cl, Cl. Product: CCc1c(C(=O)NN)ccc(O)c1Cl. Reaction SMILES: [CH3:22][OH:23].[Cl:1][c:2]1[c:3]([CH2:20][CH3:21])[c:4]([C:5](=[O:6])[NH:7][NH2:8])[cH:9][cH:10][c:11]1[O:12][CH2:13][c:14]1[cH:15][cH:16][cH:17][cH:18][cH:19]1.[ClH:24]>>[Cl:1][c:2]1[c:3]([CH2:20][CH3:21])[c:4]([C:5](=[O:6])[NH:7][NH2:8])[cH:9][cH:10][c:11]1[OH:12].